From a dataset of the Open Reaction Database (ORD), a public repository of structured organic reaction records. describe an organic reaction: reactants, conditions, products, and yield The reactants are BrC1=CC(=C(C=C1)C(=O)N1CCN(CC1)C1=NC=C(C=C1C)C)F ((4-bromo-2-fluorophenyl)[4-(3,5-dimethylpyridin-2-yl)piperazin-1-yl]methanone), C[C@H]1NC(OC1)=O ((R)-4-methyloxazolidin-2-one). The product is CC=1C(=NC=C(C1)C)N1CCN(CC1)C(=O)C1=C(C=C(C=C1)N1C(OC[C@H]1C)=O)F ((R)-3-{4-[4-(3,5-dimethylpyridin-2-yl)piperazine-1-carbonyl]-3-fluorophenyl}-4-methyloxazolidin-2-one). Isolated yield 22.9%. As a reaction SMILES: Br[C:2]1[CH:7]=[CH:6][C:5]([C:8]([N:10]2[CH2:15][CH2:14][N:13]([C:16]3[C:21]([CH3:22])=[CH:20][C:19]([CH3:23])=[CH:18][N:17]=3)[CH2:12][CH2:11]2)=[O:9])=[C:4]([F:24])[CH:3]=1.[CH3:25][C@@H:26]1[CH2:30][O:29][C:28](=[O:31])[NH:27]1>>[CH3:22][C:21]1[C:16]([N:13]2[CH2:14][CH2:15][N:10]([C:8]([C:5]3[CH:6]=[CH:7][C:2]([N:27]4[C@H:26]([CH3:25])[CH2:30][O:29][C:28]4=[O:31])=[CH:3][C:4]=3[F:24])=[O:9])[CH2:11][CH2:12]2)=[N:17][CH:18]=[C:19]([CH3:23])[CH:20]=1. Procedure details: By reaction and treatment in the same manner as in Example 1 and using (4-bromo-2-fluorophenyl)[4-(3,5-dimethylpyridin-2-yl)piperazin-1-yl]methanone (893 mg) described in Preparation Example 65 and (R)-4-methyloxazolidin-2-one (231 mg) described in Preparation Example 25, the title compound (215 mg) was obtained.